Dataset: the Open Reaction Database (ORD), a public repository of structured organic reaction records. Task: describe an organic reaction: reactants, conditions, products, and yield The reactants are C[Al](C)C (trimethylaluminum), BrC=1C(=C(N)C=CC1)Cl (3-bromo-2-chloroaniline), Cl (HCl), FC1=CC=CC2=C1NC(OC2=O)=O (8-fluoro-1H-benzo[d][1,3]oxazine-2,4-dione). The solvent is C1(=CC=CC=C1)C (toluene), C1(=CC=CC=C1)C (toluene). Reaction conditions: time 15 minute. Product: NC1=C(C(=O)NC2=C(C(=CC=C2)Br)Cl)C=CC=C1F (2-amino-N-(3-bromo-2-chlorophenyl)-3-fluorobenzamide). The yield is 35.0%. Reaction SMILES: [Br:1][C:2]1[C:3]([Cl:9])=[C:4]([CH:6]=[CH:7][CH:8]=1)[NH2:5].C[Al](C)C.[F:14][C:15]1[C:20]2[NH:21]C(=O)[O:23][C:24](=O)[C:19]=2[CH:18]=[CH:17][CH:16]=1.Cl>C1(C)C=CC=CC=1>[NH2:21][C:20]1[C:15]([F:14])=[CH:16][CH:17]=[CH:18][C:19]=1[C:24]([NH:5][C:4]1[CH:6]=[CH:7][CH:8]=[C:2]([Br:1])[C:3]=1[Cl:9])=[O:23]. Reported procedure: A mixture of 3-bromo-2-chloroaniline [prepared according to the procedure described in U.S. Pat. No. 8,242,260] (600 mg, 2.91 mmol) and toluene (10 mL) was cooled to 0° C. and slowly treated with 2 M trimethylaluminum in toluene (2.47 mL, 4.94 mmol). The mixture was allowed to warm to room temperature and stirred for 15 min. The mixture was treated with 8-fluoro-1H-benzo[d][1,3]oxazine-2,4-dione (684 mg, 3.78 mmol) and heated at 50° C. for 16 h. The mixture was cooled to 0° C. and treated dropwi... Starting materials: C(C)(=O)NC(C(=O)NC1=CC=C(C=C1)C1=NC=C(C(=N1)O)C(=O)O)(C)C (2-[4-(alpha-acetamidoisobutyrylamino)phenyl]-4-hydroxy-5-pyrimidine carboxylic acid), C(=O)(N1C=NC=C1)N1C=NC=C1 (carbonyldiimidazole). Solvent: O1CCCC1 (tetrahydrofuran). Run at temperature 50 celsius, time 2 hour. Yields the product [N-]1C=NC=C1.C(C)(=O)NC(C(=O)NC1=CC=C(C=C1)C1=NC=C(C(=N1)O)C(=O)O)(C)C (2-[4-(alpha-Acetamidoisobutyrylamino)phenyl]-4-hydroxy-5-pyrimidine carboxylic acid imidazolide). Isolated yield 142.2%. As a reaction SMILES: [C:1]([NH:4][C:5]([CH3:26])([CH3:25])[C:6]([NH:8][C:9]1[CH:14]=[CH:13][C:12]([C:15]2[N:20]=[C:19]([OH:21])[C:18]([C:22]([OH:24])=[O:23])=[CH:17][N:16]=2)=[CH:11][CH:10]=1)=[O:7])(=[O:3])[CH3:2].C(N1C=CN=C1)(N1C=CN=C1)=O>O1CCCC1>[N-:20]1[CH:19]=[CH:18][N:16]=[CH:15]1.[C:1]([NH:4][C:5]([CH3:26])([CH3:25])[C:6]([NH:8][C:9]1[CH:10]=[CH:11][C:12]([C:15]2[N:20]=[C:19]([OH:21])[C:18]([C:22]([OH:24])=[O:23])=[CH:17][N:16]=2)=[CH:13][CH:14]=1)=[O:7])(=[O:3])[CH3:2] |f:3.4|. Reported procedure: A mixture of 5.6 g (15.7 mmol) of the above pyrimidine acid and 5.0 g (31 mmol) of carbonyldiimidazole in 100 ml tetrahydrofuran is stirred at 50° C. for 1/2 hr and at room temperature for 2 hrs. The mixture is filtered and the solids washed with ether and dried in vacuo affording 4.75 g of the title imidazolide. The reactants are CCCc1cc2c(C(F)(F)F)c(C#N)ccc2n1Cc1ccc(C(N)=O)o1, ClCCl, O=P(Cl)(Cl)Cl, c1ccncc1. The product is CCCc1cc2c(C(F)(F)F)c(C#N)ccc2n1Cc1ccc(C#N)o1. RXN SMILES: [C:1](#[N:2])[c:3]1[c:4]([C:24]([F:25])([F:26])[F:27])[c:5]2[cH:6][c:7]([CH2:21][CH2:22][CH3:23])[n:8]([CH2:12][c:13]3[cH:14][cH:15][c:16]([C:18](=[O:19])[NH2:20])[o:17]3)[c:9]2[cH:10][cH:11]1.[Cl:39][CH2:40][Cl:41].[P:34]([Cl:35])([Cl:36])([Cl:37])=[O:38].[cH:28]1[cH:29][cH:30][n:31][cH:32][cH:33]1>>[C:1](#[N:2])[c:3]1[c:4]([C:24]([F:25])([F:26])[F:27])[c:5]2[cH:6][c:7]([CH2:21][CH2:22][CH3:23])[n:8]([CH2:12][c:13]3[cH:14][cH:15][c:16]([C:18]#[N:20])[o:17]3)[c:9]2[cH:10][cH:11]1. The reactants are B, COc1cc(NCCCNC(=O)c2cc3c(Cl)cc(Cl)cc3n2Cc2ccccc2)nc2ccccc12, Cl, C1CCOC1, C1CCOC1. Yields the product COc1cc(NCCCNCc2cc3c(Cl)cc(Cl)cc3n2Cc2ccccc2)nc2ccccc12. RXN SMILES: [BH3:43].[CH3:1][O:2][c:3]1[cH:4][c:5]([NH:13][CH2:14][CH2:15][CH2:16][NH:17][C:18](=[O:19])[c:20]2[n:21]([CH2:31][c:32]3[cH:33][cH:34][cH:35][cH:36][cH:37]3)[c:22]3[cH:23][c:24]([Cl:30])[cH:25][c:26]([Cl:29])[c:27]3[cH:28]2)[n:6][c:7]2[cH:8][cH:9][cH:10][cH:11][c:12]12.[ClH:44].[O:38]1[CH2:39][CH2:40][CH2:41][CH2:42]1.[O:45]1[CH2:46][CH2:47][CH2:48][CH2:49]1>>[CH3:1][O:2][c:3]1[cH:4][c:5]([NH:13][CH2:14][CH2:15][CH2:16][NH:17][CH2:18][c:20]2[n:21]([CH2:31][c:32]3[cH:33][cH:34][cH:35][cH:36][cH:37]3)[c:22]3[cH:23][c:24]([Cl:30])[cH:25][c:26]([Cl:29])[c:27]3[cH:28]2)[n:6][c:7]2[cH:8][cH:9][cH:10][cH:11][c:12]12. The reactants are CC(C)(C)OC(=O)NC(C)(C=O)c1cccc(Br)c1, CC(=O)O[BH-](OC(C)=O)OC(C)=O, CC(=O)O, CN, CC(Cl)Cl, [Na+], O. Product: CNCC(C)(NC(=O)OC(C)(C)C)c1cccc(Br)c1. Reaction SMILES: [Br:1][c:2]1[cH:3][c:4]([C:8]([CH:9]=[O:10])([CH3:11])[NH:12][C:13]([O:14][C:15]([CH3:16])([CH3:17])[CH3:18])=[O:19])[cH:5][cH:6][cH:7]1.[C:22]([O:23][BH-:24]([O:25][C:26](=[O:27])[CH3:28])[O:29][C:30](=[O:31])[CH3:32])(=[O:33])[CH3:34].[C:41]([OH:42])(=[O:43])[CH3:44].[CH3:20][NH2:21].[Cl:36][CH:37]([Cl:38])[CH3:39].[Na+:35].[OH2:40]>>[Br:1][c:2]1[cH:3][c:4]([C:8]([CH2:9][NH:21][CH3:20])([CH3:11])[NH:12][C:13]([O:14][C:15]([CH3:16])([CH3:17])[CH3:18])=[O:19])[cH:5][cH:6][cH:7]1.